Dataset: the Open Reaction Database (ORD), a public repository of structured organic reaction records. Task: describe an organic reaction: reactants, conditions, products, and yield Reactants: hydrochloride salt, C(C)(C)(C)OC(NC1=NC=CC(=N1)NC1=CC(=NC2=NC=CC=C12)C1=C(C=CC(=C1)Cl)F)=O ({4-[2-(5-chloro-2-fluoro-phenyl)-[1,8]naphthyridin-4-ylamino]-pyrimidin-2-yl}-carbamic acid tert-butyl ester), Cl (HCl). Run in O1CCOCC1 (dioxane). Product: ClC=1C=CC(=C(C1)C1=NC2=NC=CC=C2C(=C1)NC1=NC(=NC=C1)N)F (N4-[2-(5-chloro-2-fluoro-phenyl)-[1,8]naphthyridin-4-yl]-pyrimidine-2,4-diamine). The yield is 82.5%. RXN SMILES: C(OC(=O)[NH:7][C:8]1[N:13]=[C:12]([NH:14][C:15]2[C:24]3[C:19](=[N:20][CH:21]=[CH:22][CH:23]=3)[N:18]=[C:17]([C:25]3[CH:30]=[C:29]([Cl:31])[CH:28]=[CH:27][C:26]=3[F:32])[CH:16]=2)[CH:11]=[CH:10][N:9]=1)(C)(C)C.Cl>O1CCOCC1>[Cl:31][C:29]1[CH:28]=[CH:27][C:26]([F:32])=[C:25]([C:17]2[CH:16]=[C:15]([NH:14][C:12]3[CH:11]=[CH:10][N:9]=[C:8]([NH2:7])[N:13]=3)[C:24]3[C:19](=[N:20][CH:21]=[CH:22][CH:23]=3)[N:18]=2)[CH:30]=1. Reported procedure: 88 mg of {4-[2-(5-chloro-2-fluoro-phenyl)-[1,8]naphthyridin-4-ylamino]-pyrimidin-2-yl}-carbamic acid tert-butyl ester (cf. EXAMPLE 8a) were treated with 6 ml 4 m HCl in dioxane at ambient temperature for 4 hrs. After evaporation the product was digerated with ether and isolated by filtration to give 57 mg of N4-[2-(5-chloro-2-fluoro-phenyl)-[1,8]naphthyridin-4-yl]-pyrimidine-2,4-diamine as hydrochloride salt with Rt˜1.36 min and correct mass found M+H˜367. Starting materials: COC(=O)C(F)(F)C(=O)F, F. The product is O=C(F)C(F)(F)C(=O)F. As a reaction SMILES: [F:1][C:2]([C:3](=[O:4])[O:5][CH3:6])([C:7](=[O:8])[F:9])[F:10].[FH:11]>>[F:1][C:2]([C:3](=[O:4])[F:11])([C:7](=[O:8])[F:9])[F:10]. Starting materials: FC(S(=O)(=O)OC=1C(=CC(=C2C=CC=NC12)Cl)C(C)=O)(F)F (7-Acetyl-5-chloroquinolin-8-yl trifluoromethanesulfonate), Cl.N1C[C@H](CC1)NC(OC)=O (methyl (3S)-pyrrolidin-3-ylcarbamate hydrochloride), C([O-])([O-])=O.[Cs+].[Cs+] (cesium carbonate). The reagents and catalysts are C(C)(=O)[O-].[Pd+2].C(C)(=O)[O-] (palladium acetate), C1=CC=C(C=C1)P(C2=CC=CC=C2)C3=C(C4=CC=CC=C4C=C3)C5=C(C=CC6=CC=CC=C65)P(C7=CC=CC=C7)C8=CC=CC=C8 ((S)-(−)-2,2′-bis(diphenylphosphino)-1,1′-binaphthyl). Solvent: O1CCCC1 (tetrahydrofuran), ClCCl (dichloromethane). Reaction conditions: temperature 65 celsius. Yields the product COC(N[C@@H]1CN(CC1)C=1C(=CC(=C2C=CC=NC12)Cl)C(C)=O)=O (Methyl[(3S)-1-(7-acetyl-5-chloroquinolin-8-yl)pyrrolidin-3-yl]carbamate). The yield is 71.1%. As a reaction SMILES: FC(F)(F)S(O[C:7]1[C:8]([C:18](=[O:20])[CH3:19])=[CH:9][C:10]([Cl:17])=[C:11]2[C:16]=1[N:15]=[CH:14][CH:13]=[CH:12]2)(=O)=O.Cl.[NH:24]1[CH2:28][CH2:27][C@H:26]([NH:29][C:30](=[O:33])[O:31][CH3:32])[CH2:25]1.C(=O)([O-])[O-].[Cs+].[Cs+]>O1CCCC1.ClCCl.C([O-])(=O)C.[Pd+2].C([O-])(=O)C.C1C=CC(P(C2C=CC3C(=CC=CC=3)C=2C2C3C(=CC=CC=3)C=CC=2P(C2C=CC=CC=2)C2C=CC=CC=2)C2C=CC=CC=2)=CC=1>[CH3:32][O:31][C:30](=[O:33])[NH:29][C@H:26]1[CH2:27][CH2:28][N:24]([C:7]2[C:8]([C:18](=[O:20])[CH3:19])=[CH:9][C:10]([Cl:17])=[C:11]3[C:16]=2[N:15]=[CH:14][CH:13]=[CH:12]3)[CH2:25]1 |f:1.2,3.4.5,8.9.10|. Procedure details: A stirred mixture of 7-acetyl-5-chloroquinolin-8-yl trifluoromethanesulfonate (0.16 g, 0.23 mmol, from Example 47, Step 2), methyl (3S)-pyrrolidin-3-ylcarbamate hydrochloride (0.035 g, 0.19 mmol), palladium acetate (0.87 mg, 0.0039 mmol), (S)-(−)-2,2′-bis(diphenylphosphino)-1,1′-binaphthyl (3.6 mg, 0.0058 mmol), and cesium carbonate (0.24 g, 0.74 mmol) in tetrahydrofuran (4 mL) was heated at 65° C. overnight. The mixture was cooled, diluted with dichloromethane and filtered. The filtrate was was... Starting materials: CCOC(C)=O, CC(C)(O)C#Cc1ccc2c(c1)c1cc(Cl)ccc1c1[nH]c(-c3c(C#N)cccc3C#N)nc21, c1ccccc1. Yields the product C=C(C)C#Cc1ccc2c(c1)c1cc(Cl)ccc1c1nc(-c3c(C#N)cccc3C#N)[nH]c21. Reaction SMILES: [CH3:41][CH2:42][O:43][C:44]([CH3:45])=[O:46].[Cl:1][c:2]1[cH:3][c:4]2[c:5]3[cH:6][c:7]([C:29]#[C:30][C:31]([CH3:32])([CH3:33])[OH:34])[cH:8][cH:9][c:10]3[c:11]3[c:12]([nH:13][c:14](-[c:16]4[c:17]([C:18]#[N:19])[cH:20][cH:21][cH:22][c:23]4[C:24]#[N:25])[n:15]3)[c:26]2[cH:27][cH:28]1.[cH:35]1[cH:36][cH:37][cH:38][cH:39][cH:40]1>>[Cl:1][c:2]1[cH:3][c:4]2[c:5]3[cH:6][c:7]([C:29]#[C:30][C:31](=[CH2:32])[CH3:33])[cH:8][cH:9][c:10]3[c:11]3[c:12]([n:13][c:14](-[c:16]4[c:17]([C:18]#[N:19])[cH:20][cH:21][cH:22][c:23]4[C:24]#[N:25])[nH:15]3)[c:26]2[cH:27][cH:28]1. Reaction conditions: temperature 110 celsius, time 2 hour. Reactants: Cl.CC(CCNC(NN)=O)C (4-(3-methylbutyl)semicarbazidehydrochloride), C(OCC)([O-])[O-] (ethyl orthoformate). Procedure details: A mixture of 13.0 g of 4-(3-methylbutyl)semicarbazidehydrochloride (71.6 mmol) and 60 ml of ethyl orthoformate was stirred at 110° C. for two hours. After cooling, the mixture was subjected to column chromatography using silica-gel (eluate; ethyl acetate:hexane=1:2 to 2:1 to ethyl acetate to ethyl acetate:methanol=10:1). The desired fraction was concentrated. The crystals thus given was recrystallized from ethyl acetate-petroleum ether to give 7.0g of 4-(3-methylbutyl)-3(2H,4H)-1,2,4-triazolone ... RXN SMILES: Cl.[CH3:2][CH:3]([CH3:11])[CH2:4][CH2:5][NH:6][C:7](=[O:10])[NH:8][NH2:9].[CH:12]([O-])([O-])OCC>>[CH3:2][CH:3]([CH3:11])[CH2:4][CH2:5][N:6]1[CH:12]=[N:9][NH:8][C:7]1=[O:10] |f:0.1|. Product: CC(CCN1C(NN=C1)=O)C (4-(3-methylbutyl)-3(2H,4H)-1,2,4-triazolone). Isolated yield 63.0%. Reactants: BrC1=NC=CC2=C1SC(=N2)C2=C(C=C(C#N)C=C2Cl)Cl (4-(4-bromo-thiazolo[5,4-c]pyridine-2-yl)-3,5-dichloro-benzonitrile), NC=1C=C(C#N)C=CN1 (2-amino-isonicotinonitrile), CC1(C2=C(C(=CC=C2)P(C3=CC=CC=C3)C4=CC=CC=C4)OC5=C(C=CC=C51)P(C6=CC=CC=C6)C7=CC=CC=C7)C (XantPhos), C([O-])([O-])=O.[Cs+].[Cs+] (cesium carbonate). Reagents/catalysts: C=1C=CC(=CC1)/C=C/C(=O)/C=C/C2=CC=CC=C2.C=1C=CC(=CC1)/C=C/C(=O)/C=C/C2=CC=CC=C2.C=1C=CC(=CC1)/C=C/C(=O)/C=C/C2=CC=CC=C2.[Pd].[Pd] (Pd2(dba)3). The solvent is O1CCOCC1 (dioxane). Run at temperature 70 celsius. Yields the product ClC1=C(C(=CC(=C1)C#N)Cl)C=1SC=2C(=NC=CC2N1)NC=1C=C(C#N)C=CN1 (2-[2-(2,6-Dichloro-4-cyano-phenyl)-thiazolo[5,4-c]pyridine-4-ylamino]-isonicotinonitrile). The yield is 68.7%. As a reaction SMILES: Br[C:2]1[C:7]2[S:8][C:9]([C:11]3[C:18]([Cl:19])=[CH:17][C:14]([C:15]#[N:16])=[CH:13][C:12]=3[Cl:20])=[N:10][C:6]=2[CH:5]=[CH:4][N:3]=1.[NH2:21][C:22]1[CH:23]=[C:24]([CH:27]=[CH:28][N:29]=1)[C:25]#[N:26].CC1(C)C2C(=C(P(C3C=CC=CC=3)C3C=CC=CC=3)C=CC=2)OC2C(P(C3C=CC=CC=3)C3C=CC=CC=3)=CC=CC1=2.C(=O)([O-])[O-].[Cs+].[Cs+]>O1CCOCC1.C1C=CC(/C=C/C(/C=C/C2C=CC=CC=2)=O)=CC=1.C1C=CC(/C=C/C(/C=C/C2C=CC=CC=2)=O)=CC=1.C1C=CC(/C=C/C(/C=C/C2C=CC=CC=2)=O)=CC=1.[Pd].[Pd]>[Cl:20][C:12]1[CH:13]=[C:14]([C:15]#[N:16])[CH:17]=[C:18]([Cl:19])[C:11]=1[C:9]1[S:8][C:7]2[C:2]([NH:21][C:22]3[CH:23]=[C:24]([CH:27]=[CH:28][N:29]=3)[C:25]#[N:26])=[N:3][CH:4]=[CH:5][C:6]=2[N:10]=1 |f:3.4.5,7.8.9.10.11|. Procedure: Argon was bubbled through a suspension of 4-(4-bromo-thiazolo[5,4-c]pyridine-2-yl)-3,5-dichloro-benzonitrile (92 mg, 0.24 mmol), 2-amino-isonicotinonitrile (26 mg, 0.22 mmol), XantPhos (14 mg, 0.024 mmol) and cesium carbonate (195 mg, 0.6 mmol) in dioxane (2.5 ml) for 5 minutes then Pd2(dba)3 (11 mg, 0.012 mmol) was added. The reaction was heated at 70° C. for 8 hours and then cooled to room temperature. The reaction was partitioned between water (10 mL) and DCM (20 mL). The organic layer was se...